Dataset: the Open Reaction Database (ORD), a public repository of structured organic reaction records. Task: describe an organic reaction: reactants, conditions, products, and yield Reactants: ClC=1N(C(=C(N1)C(=O)OC)CCCCOC)C1=CC=CC=C1 (Methyl 2-chloro-5-(4-methoxybutyl)-1-phenyl-1H-imidazole-4-carboxylate), [OH-].[Na+] (sodium hydroxide). Solvent: CO (methanol). Reaction conditions: temperature 80 celsius, time 2 hour. The product is ClC=1N(C(=C(N1)C(=O)O)CCCCOC)C1=CC=CC=C1 (2-chloro-5-(4-methoxybutyl)-1-phenyl-1H-imidazole-4-carboxylic acid). Yield: 86.4%. As a reaction SMILES: [Cl:1][C:2]1[N:3]([C:17]2[CH:22]=[CH:21][CH:20]=[CH:19][CH:18]=2)[C:4]([CH2:11][CH2:12][CH2:13][CH2:14][O:15][CH3:16])=[C:5]([C:7]([O:9]C)=[O:8])[N:6]=1.[OH-].[Na+]>CO>[Cl:1][C:2]1[N:3]([C:17]2[CH:18]=[CH:19][CH:20]=[CH:21][CH:22]=2)[C:4]([CH2:11][CH2:12][CH2:13][CH2:14][O:15][CH3:16])=[C:5]([C:7]([OH:9])=[O:8])[N:6]=1 |f:1.2|. Procedure: Methyl 2-chloro-5-(4-methoxybutyl)-1-phenyl-1H-imidazole-4-carboxylate (450 mg) was dissolved in methanol (5 ml), 1M aqueous sodium hydroxide solution (4.2 ml) was added and the mixture was stirred at 80° C. for 2 hr. After cooling to room temperature, the reaction mixture was concentrated under reduced pressure. The residue was acidified with 1M hydrochloric acid and extracted with ethyl acetate. The extract was washed with saturated brine, and dried over anhydrous magnesium sulfate. The solven...